From a dataset of the Open Reaction Database (ORD), a public repository of structured organic reaction records. describe an organic reaction: reactants, conditions, products, and yield The reactants are [N+](=O)([O-])[O-].[K+] (KNO3), ClC1=C2NC(C(NC2=CC(=C1)Cl)=O)=O (5,7-Dichloro-1,4-dihydroquinoxaline-2,3-dione), ice water. Run in OS(=O)(=O)O (H2SO4). Conditions: temperature 0 celsius, time 3 hour. Product: [N+](=O)([O-])C=1C(=C2NC(C(NC2=CC1Cl)=O)=O)Cl (6-nitro-5,7-dichloro-1,4-dihydro-2,3-quinoxalinedione). The yield is 81.2%. As a reaction SMILES: [Cl:1][C:2]1[CH:11]=[C:10]([Cl:12])[CH:9]=[C:8]2[C:3]=1[NH:4][C:5](=[O:14])[C:6](=[O:13])[NH:7]2.[N+:15]([O-])([O-:17])=[O:16].[K+]>OS(O)(=O)=O>[N+:15]([C:11]1[C:2]([Cl:1])=[C:3]2[C:8](=[CH:9][C:10]=1[Cl:12])[NH:7][C:6](=[O:13])[C:5](=[O:14])[NH:4]2)([O-:17])=[O:16] |f:1.2|. Reported procedure: The method of Cheeseman, supra. was adapted. 5,7-Dichloro-1,4-dihydroquinoxaline-2,3-dione (239 mg, 1.03 mMol) was dissolved in concentrated H2SO4 (3mL) at 0° C. for 30 min, and KNO3 (125.3 mg, 1.24 mMol, Baker) was added to this solution. The mixture was stirred at 0° C. for 3 h and then was stirred at room temperature for 30 h. It was then poured into ice water (15 g). A precipitate came out and was collected by filtration, was dissolved in 1N KOH (10 mL) and the red precipitate was removed by... Reactants: O=C([O-])O, [Na+], CC(=O)C1CCC2C3CCC4CC5OC5CC4(C)C3C(=O)CC12C, O, OCCCl, O=S(=O)(O)O. Product: CC(=O)C1CCC2C3CCC4CC(O)C(OCCCl)CC4(C)C3C(=O)CC12C. Reaction SMILES: [C:30](=[O:31])([OH:32])[O-:33].[Na+:34].[O:1]1[CH:2]2[CH:3]1[CH2:4][CH:5]1[CH2:6][CH2:7][CH:8]3[CH:9]4[CH2:10][CH2:11][CH:12]([C:13]([CH3:14])=[O:15])[C:16]4([CH3:24])[CH2:17][C:18](=[O:23])[CH:19]3[C:20]1([CH3:22])[CH2:21]2.[OH2:35].[OH:36][CH2:37][CH2:38][Cl:39].[S:25](=[O:26])(=[O:27])([OH:28])[OH:29]>>[OH:1][CH:3]1[CH:2]([O:36][CH2:37][CH2:38][Cl:39])[CH2:21][C:20]2([CH3:22])[CH:5]([CH2:4]1)[CH2:6][CH2:7][CH:8]1[CH:9]3[CH2:10][CH2:11][CH:12]([C:13]([CH3:14])=[O:15])[C:16]3([CH3:24])[CH2:17][C:18](=[O:23])[CH:19]12.